From a dataset of the Open Reaction Database (ORD), a public repository of structured organic reaction records. describe an organic reaction: reactants, conditions, products, and yield The reactants are C(C(=O)N)(=S)OCC (Ethyl thiooxamate), ClCC(C)=O (Chloroacetone), resultant solution, CCCCCC (hexane), C(C)(=O)OCC (ethyl acetate). Solvent: C(C)O (ethanol). Product: CC=1N=C(SC1)C(=O)OCC (ethyl 4-methyl-1,3-thiazole-2-carboxylate). Isolated yield 22.0%. Reaction SMILES: [C:1](OCC)(=[S:5])[C:2]([NH2:4])=O.Cl[CH2:10]C(=O)C.CCCCCC.[C:20]([O:23][CH2:24][CH3:25])(=[O:22])[CH3:21]>C(O)C>[CH3:10][C:2]1[N:4]=[C:21]([C:20]([O:23][CH2:24][CH3:25])=[O:22])[S:5][CH:1]=1. Reported procedure: Ethyl thiooxamate (3.0 g, 22 mmol) was dissolved in ethanol (30 mL) under argon. Chloroacetone (1.8 mL, 22 mmol) was added and the resultant solution was heated at 80° C. for 16 h. The reaction mixture was concentrated in vacuo, adsorbed onto silica gel, and purified by column chromatography on silica gel eluting with 97:3, then 95:5 hexane:ethyl acetate to afford ethyl 4-methyl-1,3-thiazole-2-carboxylate (850 mg, 22% yield) as an oil. 1H NMR (CDCl3, 300 MHz) 7.20 (s, 1H), 4.48 (q, J=7.1 Hz), 2.... Reactants: N(C(=O)C)C1=C2C=CC(NC2=CC=C1OCCCCSC1=CC=CC=C1)=O (5-acetamino-6-(4-phenylmercapto-butoxy)-carbostyril), OO (hydrogen peroxide). Product: N(C(=O)C)C1=C2C=CC(NC2=CC=C1OCCCCS(=O)C1=CC=CC=C1)=O (5-Acetamino-6-(4-phenylsulfinyl-butoxy)-carbostyril). Reaction SMILES: [NH:1]([C:5]1[C:14]([O:15][CH2:16][CH2:17][CH2:18][CH2:19][S:20][C:21]2[CH:26]=[CH:25][CH:24]=[CH:23][CH:22]=2)=[CH:13][CH:12]=[C:11]2[C:6]=1[CH:7]=[CH:8][C:9](=[O:27])[NH:10]2)[C:2]([CH3:4])=[O:3].[OH:28]O>>[NH:1]([C:5]1[C:14]([O:15][CH2:16][CH2:17][CH2:18][CH2:19][S:20]([C:21]2[CH:22]=[CH:23][CH:24]=[CH:25][CH:26]=2)=[O:28])=[CH:13][CH:12]=[C:11]2[C:6]=1[CH:7]=[CH:8][C:9](=[O:27])[NH:10]2)[C:2]([CH3:4])=[O:3]. Reported procedure: Prepared analogous to Example 123 from 5-acetamino-6-(4-phenylmercapto-butoxy)-carbostyril and hydrogen peroxide.